From a dataset of the Open Reaction Database (ORD), a public repository of structured organic reaction records. describe an organic reaction: reactants, conditions, products, and yield The reactants are O=C(O)COc1ccc(CC2SC(=O)NC2=O)cc1, CCOP(=O)(C#N)OCC, CN(C(=O)OC(C)(C)C)c1cc(O)ccc1N, C1CCOC1. The product is CN(C(=O)OC(C)(C)C)c1cc(O)ccc1NC(=O)COc1ccc(CC2SC(=O)NC2=O)cc1. Reaction SMILES: [C:18](=[O:19])([OH:20])[CH2:21][O:22][c:23]1[cH:24][cH:25][c:26]([CH2:27][CH:28]2[C:29](=[O:34])[NH:30][C:31](=[O:33])[S:32]2)[cH:35][cH:36]1.[C:37]([P:38](=[O:39])([O:40][CH2:41][CH3:42])[O:43][CH2:44][CH3:45])#[N:46].[NH2:1][c:2]1[c:3]([N:9]([C:10]([O:11][C:12]([CH3:13])([CH3:14])[CH3:15])=[O:16])[CH3:17])[cH:4][c:5]([OH:8])[cH:6][cH:7]1.[O:47]1[CH2:48][CH2:49][CH2:50][CH2:51]1>>[NH:1]([c:2]1[c:3]([N:9]([C:10]([O:11][C:12]([CH3:13])([CH3:14])[CH3:15])=[O:16])[CH3:17])[cH:4][c:5]([OH:8])[cH:6][cH:7]1)[C:18](=[O:19])[CH2:21][O:22][c:23]1[cH:24][cH:25][c:26]([CH2:27][CH:28]2[C:29](=[O:34])[NH:30][C:31](=[O:33])[S:32]2)[cH:35][cH:36]1. The reactants are CNC, Cc1ccccc1, COc1ccc2c(c1)C(=O)CCC2, [Cl-], [Cl-], [Cl-], [Cl-], [Ti+4], [Ti]. Product: COc1ccc2c(c1)C(N(C)C)=CCC2. RXN SMILES: [CH3:14][NH:15][CH3:16].[CH3:17][c:18]1[cH:19][cH:20][cH:21][cH:22][cH:23]1.[CH3:1][O:2][c:3]1[cH:4][cH:5][c:6]2[c:11]([cH:12]1)[C:10](=[O:13])[CH2:9][CH2:8][CH2:7]2.[Cl-:24].[Cl-:25].[Cl-:26].[Cl-:27].[Ti+4:28].[Ti:29]>>[CH3:1][O:2][c:3]1[cH:4][cH:5][c:6]2[c:11]([cH:12]1)[C:10]([N:15]([CH3:14])[CH3:16])=[CH:9][CH2:8][CH2:7]2. Reactants: O=C(CCl)c1ccccc1, CC(C)C[Al+]CC(C)C, CC(C)O, Cc1ccccc1, Cl, [H-], O. The product is OC(CCl)c1ccccc1. Reaction SMILES: [CH2:15]([C:16](=[O:17])[c:18]1[cH:19][cH:20][cH:21][cH:22][cH:23]1)[Cl:24].[CH2:2]([Al+:3][CH2:4][CH:5]([CH3:6])[CH3:7])[CH:8]([CH3:9])[CH3:10].[CH3:11][CH:12]([OH:13])[CH3:14].[CH3:26][c:27]1[cH:28][cH:29][cH:30][cH:31][cH:32]1.[ClH:25].[H-:1].[OH2:33]>>[CH2:15]([CH:16]([OH:17])[c:18]1[cH:19][cH:20][cH:21][cH:22][cH:23]1)[Cl:24]. Conditions: temperature 0 celsius, time 16 hour. RXN SMILES: C([Li])CCC.[CH3:6][N:7]1[CH:11]=[CH:10][CH:9]=[CH:8]1.[CH3:12][N:13]1[CH2:18][CH2:17][C:16](=[O:19])[CH2:15][CH2:14]1>CCCCCC.C(OCC)C>[CH3:12][N:13]1[CH2:18][CH2:17][C:16]([C:8]2[N:7]([CH3:6])[CH:11]=[CH:10][CH:9]=2)([OH:19])[CH2:15][CH2:14]1. Procedure: A 1.6 M solution of n-butyllithium in hexane (175 ml) was added dropwise at room temperature to a solution of 24.2 g of N-methylpyrrole in 250 ml of diethyl ether contained in a reaction flask (under a nitrogen blanket). After addition was completed, the resulting mixture was heated at reflux with stirring for 16 hours, then cooled to 0° C. 34 Grams of 1-methyl-4-piperidone was added dropwise from a dropping funnel with the temperature maintained at 0° C. during the addition by cooling the react... Product: CN1CCC(CC1)(O)C=1N(C=CC1)C (1-Methyl-4-(1-methylpyrrol-2-yl)-4-piperidinol). Run in CCCCCC (hexane), C(C)OCC (diethyl ether). Reactants: CN1CCC(CC1)=O (1-methyl-4-piperidone), solution, C(CCC)[Li] (n-butyllithium), CN1C=CC=C1 (N-methylpyrrole). Reactants: O (water), 2-chloro-6H-dibenzo-[b,d]-pyranyl-(3)-fumaric acid ether, S(O)(O)(=O)=O (sulfuric acid), C(=O)(O)C=1OC2=C(C(C1)=O)C1=C(C=C2Cl)C2=C(CO1)C=CC=C2 (2-carboxy-4-oxo-12-chloro-4H,6H-[2]-benzopyrano-[3,4-f][1]-benzopyran), ice water. Product: C(CCC)OC(=O)C=1OC2=C(C(C1)=O)C1=C(C=C2Cl)C2=C(CO1)C=C(C=C2)S(=O)(=O)O (2-(n-Butoxycarbonyl)-4-oxo-8-sulfo-12-chloro-4H,6H-[2]-benzopyrano-[3,4-f]-[1]-benzopyran). As a reaction SMILES: [C:1]([C:4]1[O:5][C:6]2[C:14]([Cl:15])=[CH:13][C:12]3[C:16]4[CH:23]=[CH:22][CH:21]=[CH:20][C:17]=4[CH2:18][O:19][C:11]=3[C:7]=2[C:8](=[O:10])[CH:9]=1)([OH:3])=[O:2].O.[S:25](=[O:29])(=O)([OH:27])[OH:26]>>[CH2:1]([O:2][C:1]([C:4]1[O:5][C:6]2[C:14]([Cl:15])=[CH:13][C:12]3[C:16]4[CH:23]=[CH:22][C:21]([S:25]([OH:27])(=[O:29])=[O:26])=[CH:20][C:17]=4[CH2:18][O:19][C:11]=3[C:7]=2[C:8](=[O:10])[CH:9]=1)=[O:3])[CH2:4][CH2:9][CH3:8]. Procedure details: A solution of 7.0 gm (0.022 mol) of 2-chloro-6H-dibenzo-[b,d]-pyranyl-(3)-fumaric acid ether in concentrated sulfuric acid (see Example 9) was stirred for 2 hours at room temperature. The dark reaction mixture was then poured into ice water, and the resulting precipitate, consisting mainly of 2-carboxy-4-oxo-12-chloro-4H,6H-[2]-benzopyrano-[3,4-f][1]-benzopyran, was filtered off. The aqueous phase was extracted with n-butanol, and the obtained solution was evaporated to dryness. After addition o... Starting materials: C(C)OC(CC=1C2=C(SC1)C=C(C=C2)OCC(C)C=2N=C(SC2C)C2=CC=C(C=C2)C(F)(F)F)=O ((6-{2-[5-Methyl-2-(4-trifluoromethyl-phenyl)-thiazol-4-yl]-propoxy}-benzo[b]thiophen-3-yl)-acetic acid ethyl ester), [OH-].[Na+] (NaOH), Cl (HCl). The solvent is C(C)O (ethanol). The product is CC1=C(N=C(S1)C1=CC=C(C=C1)C(F)(F)F)C(COC=1C=CC2=C(SC=C2CC(=O)O)C1)C ((6-{2-[5-Methyl-2-(4-trifluoromethyl-phenyl)-thiazol-4-yl]-propoxy}-benzo[b]thiophen-3-yl)-acetic acid). RXN SMILES: C([O:3][C:4](=[O:35])[CH2:5][C:6]1[C:7]2[CH:14]=[CH:13][C:12]([O:15][CH2:16][CH:17]([C:19]3[N:20]=[C:21]([C:25]4[CH:30]=[CH:29][C:28]([C:31]([F:34])([F:33])[F:32])=[CH:27][CH:26]=4)[S:22][C:23]=3[CH3:24])[CH3:18])=[CH:11][C:8]=2[S:9][CH:10]=1)C.[OH-].[Na+].Cl>C(O)C>[CH3:24][C:23]1[S:22][C:21]([C:25]2[CH:30]=[CH:29][C:28]([C:31]([F:34])([F:32])[F:33])=[CH:27][CH:26]=2)=[N:20][C:19]=1[CH:17]([CH3:18])[CH2:16][O:15][C:12]1[CH:13]=[CH:14][C:7]2[C:6]([CH2:5][C:4]([OH:35])=[O:3])=[CH:10][S:9][C:8]=2[CH:11]=1 |f:1.2|. Reported procedure: (6-{2-[5-Methyl-2-(4-trifluoromethyl-phenyl)-thiazol-4-yl]-propoxy}-benzo[b]thiophen-3-yl)-acetic acid ethyl ester (100 mg) is taken into ethanol (1 mL) and treated with NaOH (5.0 N, 1 mL) at 50° C. for 2 hrs. The reaction mixture is acidified with 5 N HCl, extracted with ethyl ether, dried over sodium sulfate. Concentration yields the title compound. MS (ES): 492.1(M++1), the structure is also confirmed by proton NMR. Starting materials: CCC(=O)C1=CC=C(C=C1)Cl (4-chloropropiophenone), Cl.CNC (dimethylamine hydrochloride), C=O (paraformaldehyde), Cl (hydrochloric acid). The solvent is C(C)O (ethanol). Yields the product CN(CC(C(=O)C1=CC=C(C=C1)Cl)C)C (3-dimethylamino-2-methyl-4'-chloropropiophenone). The yield is 93.0%. As a reaction SMILES: [CH3:1][CH2:2][C:3]([C:5]1[CH:10]=[CH:9][C:8]([Cl:11])=[CH:7][CH:6]=1)=[O:4].Cl.[CH3:13][NH:14][CH3:15].[CH2:16]=O.Cl>C(O)C>[CH3:13][N:14]([CH3:15])[CH2:1][CH:2]([CH3:16])[C:3]([C:5]1[CH:6]=[CH:7][C:8]([Cl:11])=[CH:9][CH:10]=1)=[O:4] |f:1.2|. Reported procedure: In a 500 ml round bottomed flask equipped with a reflux condensor was mixed 84 g of 4-chloropropiophenone (0.50 mole), 50 g of dimethylamine hydrochloride (0.61 mole), 20 g of paraformaldehyde (0.67 mole), 50 ml of ethanol, and 10 ml of concentrated aqueous hydrochloric acid. The mixture was refluxed for 18 hours, cooled and partitioned between ethyl ether and water. The ether layer was discarded and the aqueous layer was basified with sodium hydroxide and the resulting mixture extracted twice w... Reactants: C(C)NC(=O)C1C(C(C(C1)N1N=NC2=C1N=C(N=C2NC2C(C2)C2=CC=CC=C2)SCCC)O)O (N-Ethyl-2,3-dihydroxy-4-[7-[(2-phenylcyclopropyl)amino]-5-(propylthio)-3H-1,2,3-triazolo[4,5-d]pyrimidin-3-yl]-cyclopentanecarboxamide), COCCN (2-methoxyethylamine). Product: OC1C(CC(C1O)N1N=NC2=C1N=C(N=C2NC2C(C2)C2=CC=CC=C2)SCCC)C(=O)NCCOC (2,3-Dihydroxy-N-(2-methoxyethyl)-4-[7-[(2-phenylcyclopropyl)amino]-5-(propylthio)-3H-1,2,3triazolo[4,5-d]pyrimidin-3-yl]-cyclopentanecarboxamide). As a reaction SMILES: [CH2:1]([NH:3][C:4]([CH:6]1[CH2:10][CH:9]([N:11]2[C:15]3[N:16]=[C:17]([S:30][CH2:31][CH2:32][CH3:33])[N:18]=[C:19]([NH:20][CH:21]4[CH2:23][CH:22]4[C:24]4[CH:29]=[CH:28][CH:27]=[CH:26][CH:25]=4)[C:14]=3[N:13]=[N:12]2)[CH:8]([OH:34])[CH:7]1[OH:35])=[O:5])[CH3:2].[CH3:36][O:37]CCN>>[OH:35][CH:7]1[CH:8]([OH:34])[CH:9]([N:11]2[C:15]3[N:16]=[C:17]([S:30][CH2:31][CH2:32][CH3:33])[N:18]=[C:19]([NH:20][CH:21]4[CH2:23][CH:22]4[C:24]4[CH:25]=[CH:26][CH:27]=[CH:28][CH:29]=4)[C:14]=3[N:13]=[N:12]2)[CH2:10][CH:6]1[C:4]([NH:3][CH2:1][CH2:2][O:37][CH3:36])=[O:5]. Procedure details: The title compound was prepared according to the method of example 1, step d), using the product of example 1, step c) and 2-methoxyethylamine, followed by deprotection according to the method of example 1, step e). The reactants are ClC1=NN=C(C2=CC=CC=C12)NC1=CC=C(C=C1)SC1=CC=NC2=CC(=CN=C12)OC (4-chloro-N-(4-(7-methoxy-1,5-naphthyridin-4-ylthio)phenyl)phthalazin-1-amine), COC1CCNCC1 (4-methoxypiperidine). The solvent is CS(=O)C (DMSO), CO (MeOH). Reaction conditions: time 16 hour. Product: COC1=CN=C2C(=CC=NC2=C1)SC1=CC=C(C=C1)NC1=NN=C(C2=CC=CC=C12)N1CCC(CC1)OC (N-(4-(7-methoxy-1,5-naphthyridin-4-ylthio)phenyl)-4-(4-methoxypiperidin-1-yl)phthalazin-1-amine). As a reaction SMILES: Cl[C:2]1[C:11]2[C:6](=[CH:7][CH:8]=[CH:9][CH:10]=2)[C:5]([NH:12][C:13]2[CH:18]=[CH:17][C:16]([S:19][C:20]3[C:29]4[C:24](=[CH:25][C:26]([O:30][CH3:31])=[CH:27][N:28]=4)[N:23]=[CH:22][CH:21]=3)=[CH:15][CH:14]=2)=[N:4][N:3]=1.[CH3:32][O:33][CH:34]1[CH2:39][CH2:38][NH:37][CH2:36][CH2:35]1>CS(C)=O.CO>[CH3:31][O:30][C:26]1[CH:25]=[C:24]2[C:29]([C:20]([S:19][C:16]3[CH:17]=[CH:18][C:13]([NH:12][C:5]4[C:6]5[C:11](=[CH:10][CH:9]=[CH:8][CH:7]=5)[C:2]([N:37]5[CH2:38][CH2:39][CH:34]([O:33][CH3:32])[CH2:35][CH2:36]5)=[N:3][N:4]=4)=[CH:14][CH:15]=3)=[CH:21][CH:22]=[N:23]2)=[N:28][CH:27]=1. Procedure: A 15 ml sealed pressure tube was charged with 4-chloro-N-(4-(7-methoxy-1,5-naphthyridin-4-ylthio)phenyl)phthalazin-1-amine (120 mg, 0.269 mmol) and 4-methoxypiperidine (620 mg, 5.382 mmol), in 0.3 ml of DMSO. The sealed tube was placed in a preheated oil bath at 100° C. where it was stirred for 16 hours. The reaction was cooled to ambient temperature, diluted with 2 ml of MeOH, and the solution purified using Gilson Reverse Phase HPLC. The fractions containing the desired product was neutralized...